Dataset: the Open Reaction Database (ORD), a public repository of structured organic reaction records. Task: describe an organic reaction: reactants, conditions, products, and yield Procedure details: To a suspension of 2.71 g of 3-(6-methyl-3-pyridyl)acrylic acid in 70 ml of dry tetrahydrofuran, a solution of 1.68 g of triethylamine in 5 ml of dry tetrahydrofuran is added at room temperature. The resulting solution is cooled to -5° C., and a solution of 2.0 g of pivaloyl chloride in 5 ml of dry tetrahydrofuran is added slowly. The mixture is stirred at the same temperature for 0.5 hour and cooled to -10° C., and a solution of 6.43 g of 4-(4-diphenylmethyl-1-piperazinyl)butylamine in 5 ml of ... The reactants are C(C(C)(C)C)(=O)Cl (pivaloyl chloride), C([O-])([O-])=O.[K+].[K+] (potassium carbonate), C1(=CC=CC=C1)C(N1CCN(CC1)CCCCN)C1=CC=CC=C1 (4-(4-diphenylmethyl-1-piperazinyl)butylamine), CC1=CC=C(C=N1)C=CC(=O)O (3-(6-methyl-3-pyridyl)acrylic acid). The product is CC1=CC=C(C=N1)C=CC(=O)NCCCCN1CCN(CC1)C(C1=CC=CC=C1)C1=CC=CC=C1 (N-[3-(6-methyl-3-pyridyl)acryloyl]-4-(4-diphenylmethyl-1-piperazinyl)butylamine). The solvent is O1CCCC1 (tetrahydrofuran), O1CCCC1 (tetrahydrofuran), O1CCCC1 (tetrahydrofuran), O1CCCC1 (tetrahydrofuran), C(C)N(CC)CC (triethylamine). Reaction conditions: temperature -5 celsius, time 0.5 hour. Isolated yield 72.3%. RXN SMILES: [CH3:1][C:2]1[N:7]=[CH:6][C:5]([CH:8]=[CH:9][C:10]([OH:12])=O)=[CH:4][CH:3]=1.C(Cl)(=O)C(C)(C)C.[C:20]1([CH:26]([C:38]2[CH:43]=[CH:42][CH:41]=[CH:40][CH:39]=2)[N:27]2[CH2:32][CH2:31][N:30]([CH2:33][CH2:34][CH2:35][CH2:36][NH2:37])[CH2:29][CH2:28]2)[CH:25]=[CH:24][CH:23]=[CH:22][CH:21]=1.C(=O)([O-])[O-].[K+].[K+]>O1CCCC1.C(N(CC)CC)C>[CH3:1][C:2]1[N:7]=[CH:6][C:5]([CH:8]=[CH:9][C:10]([NH:37][CH2:36][CH2:35][CH2:34][CH2:33][N:30]2[CH2:31][CH2:32][N:27]([CH:26]([C:38]3[CH:43]=[CH:42][CH:41]=[CH:40][CH:39]=3)[C:20]3[CH:21]=[CH:22][CH:23]=[CH:24][CH:25]=3)[CH2:28][CH2:29]2)=[O:12])=[CH:4][CH:3]=1 |f:3.4.5|. The reactants are N1(CCOCC1)C(=O)C=1C2=C(N(N1)C=1C=C(C#N)C=CC1)C=1C=CC=CC1S(C2)(=O)=O (3-[3-(morpholin-4-ylcarbonyl)-5,5-dioxidothiochromeno[4,3-c]pyrazol-1(4H)-yl]benzonitrile), NO (hydroxylamine). The solvent is CCO (EtOH). Reaction conditions: temperature 85 celsius. Yields the product ON=C(N)C1=CC(=CC=C1)N1N=C(C2=C1C=1C=CC=CC1S(C2)(=O)=O)C(=O)N2CCOCC2 (N′-hydroxy-3-[3-(morpholin-4-ylcarbonyl)-5,5-dioxidothiochromeno[4,3-c]pyrazol-1(4H)-yl]benzenecarboximidamide). Yield: 46.5%. Reaction SMILES: [N:1]1([C:7]([C:9]2[C:10]3[CH2:29][S:28](=[O:31])(=[O:30])[C:27]4[CH:26]=[CH:25][CH:24]=[CH:23][C:22]=4[C:11]=3[N:12]([C:14]3[CH:15]=[C:16]([CH:19]=[CH:20][CH:21]=3)[C:17]#[N:18])[N:13]=2)=[O:8])[CH2:6][CH2:5][O:4][CH2:3][CH2:2]1.[NH2:32][OH:33]>CCO>[OH:33][N:32]=[C:17]([C:16]1[CH:19]=[CH:20][CH:21]=[C:14]([N:12]2[C:11]3[C:22]4[CH:23]=[CH:24][CH:25]=[CH:26][C:27]=4[S:28](=[O:30])(=[O:31])[CH2:29][C:10]=3[C:9]([C:7]([N:1]3[CH2:6][CH2:5][O:4][CH2:3][CH2:2]3)=[O:8])=[N:13]2)[CH:15]=1)[NH2:18]. Procedure: To a solution of 3-[3-(morpholin-4-ylcarbonyl)-5,5-dioxidothiochromeno[4,3-c]pyrazol-1(4H)-yl]benzonitrile (0.3 g, 0.69 mmol) in EtOH (20 mL) is added 50% aq. hydroxylamine solution (0.14 mL, 2.07 mmol). The reaction mass is heated to 85° C. for 12 h. The solvent is removed completely under reduced pressure to afford 150 mg (89%) of the title compound as a white solid. MS (ESI+): 468.0. Reactants: C(C)(C)C1=C(CN2C(C=3C(C2=O)=CC=CC3)=O)C(=CC(=C1)C(C)C)C(C)C (N-(2,4,6-triisopropylbenzyl)phthalimide), O.NN (hydrazine hydrate), O.NN (hydrazine hydrate). Run in CO (Methanol), CO (methanol). Conditions: time 8 hour. Product: C(C)(C)C1=C(CN)C(=CC(=C1)C(C)C)C(C)C (2,4,6-Triisopropylbenzylamine). As a reaction SMILES: [CH:1]([C:4]1[CH:21]=[C:20]([CH:22]([CH3:24])[CH3:23])[CH:19]=[C:18]([CH:25]([CH3:27])[CH3:26])[C:5]=1[CH2:6][N:7]1C(=O)C2=CC=CC=C2C1=O)([CH3:3])[CH3:2].O.NN>CO>[CH:25]([C:18]1[CH:19]=[C:20]([CH:22]([CH3:24])[CH3:23])[CH:21]=[C:4]([CH:1]([CH3:3])[CH3:2])[C:5]=1[CH2:6][NH2:7])([CH3:27])[CH3:26] |f:1.2|. Reported procedure: A mixture of N-(2,4,6-triisopropylbenzyl)phthalimide (4.62 g, 13.7 mmol), hydrazine hydrate (0.5 mL), and methanol (150 mL) was heated on the steambath for 3 hours, at which time 0.3 mL more hydrazine hydrate was added. The reaction mixture was allowed to stand overnight at room temperature. Methanol (150 mL) was added and heated on the steambath. The methanol was removed on the rotary evaporator without heating. The reaction mixture was diluted with water (300 mL) and extracted with dichloromet...